describe an organic reaction: reactants, conditions, products, and yield From a dataset of the Open Reaction Database (ORD), a public repository of structured organic reaction records. Starting materials: COC(=O)C(C)(C)NC(=O)c1ccc2ccccc2c1OCCOc1cc(F)cc(F)c1, CO, [Na+], [OH-]. Product: CC(C)(NC(=O)c1ccc2ccccc2c1OCCOc1cc(F)cc(F)c1)C(=O)O. RXN SMILES: [CH3:1][O:2][C:3]([C:4]([CH3:5])([CH3:6])[NH:7][C:8](=[O:9])[c:10]1[c:11]([O:20][CH2:21][CH2:22][O:23][c:24]2[cH:25][c:26]([F:31])[cH:27][c:28]([F:30])[cH:29]2)[c:12]2[cH:13][cH:14][cH:15][cH:16][c:17]2[cH:18][cH:19]1)=[O:32].[CH3:35][OH:36].[Na+:34].[OH-:33]>>[O:2]=[C:3]([C:4]([CH3:5])([CH3:6])[NH:7][C:8](=[O:9])[c:10]1[c:11]([O:20][CH2:21][CH2:22][O:23][c:24]2[cH:25][c:26]([F:31])[cH:27][c:28]([F:30])[cH:29]2)[c:12]2[cH:13][cH:14][cH:15][cH:16][c:17]2[cH:18][cH:19]1)[OH:32]. Reactants: NC1=C(C=C(C#N)C=C1)F (4-amino-3-fluorobenzonitrile), II (I2). Reagents/catalysts: [O-]S(=O)(=O)[O-].[Ag+].[Ag+] (Ag2SO4). The solvent is CCO (EtOH). Reaction conditions: time 1.5 hour. Product: NC1=C(C=C(C#N)C=C1I)F (4-Amino-3-fluoro-5-iodo-benzonitrile). RXN SMILES: [NH2:1][C:2]1[CH:9]=[CH:8][C:5]([C:6]#[N:7])=[CH:4][C:3]=1[F:10].[I:11]I>CCO.[O-]S([O-])(=O)=O.[Ag+].[Ag+]>[NH2:1][C:2]1[C:9]([I:11])=[CH:8][C:5]([C:6]#[N:7])=[CH:4][C:3]=1[F:10] |f:3.4.5|. Procedure: A mixture of 4-amino-3-fluorobenzonitrile (147 mmol), I2 (147 mmol) and Ag2SO4 (147 mmol) in EtOH (700 mL) was stirred at room temperature for 1.5 h. The mixture was filtered and concentrated. The residue was dissolved in EtOAc and washed (sat. Na2S2O3×3). The organic layer was dried (Na2SO4) and concentrated. The residue was purified by flash column chromatography (SiO2, 95:5 to 70:30 cyclohexane/EtOAc) to yield the desired product. Starting materials: [Al], B, OC(C#CCOCc1ccccc1)C(F)(F)F, [H-], [Pd]. Product: OC(C=CCOCc1ccccc1)C(F)(F)F. As a reaction SMILES: [Al:3].[B:2].[CH2:4]([c:5]1[cH:6][cH:7][cH:8][cH:9][cH:10]1)[O:11][CH2:12][C:13]#[C:14][CH:15]([C:16]([F:17])([F:18])[F:19])[OH:20].[H-:1].[Pd:21]>>[CH2:4]([c:5]1[cH:6][cH:7][cH:8][cH:9][cH:10]1)[O:11][CH2:12][CH:13]=[CH:14][CH:15]([C:16]([F:17])([F:18])[F:19])[OH:20]. Reactants: C[C@]1(C=C[C@@H](C1)O)O ((1S,4R)-1-Methylcyclopent-2-ene-1,4-diol), C(C)(=O)OC(C)=O (acetic anhydride). Reagents/catalysts: CN(C)C=1C=CN=CC1 (DMAP). The solvent is C1CCOC1 (THF). Run at time 3 hour. Product: C(C)(=O)OCC.CCCCCC (ethyl acetate hexane). The yield is 52.5%. As a reaction SMILES: [CH3:1][C@:2]1(O)[CH2:6][C@@H:5](O)[CH:4]=[CH:3]1.[C:9]([O:12][C:13](=O)[CH3:14])(=[O:11])[CH3:10]>C1COCC1.CN(C1C=CN=CC=1)C>[C:9]([O:12][CH2:13][CH3:14])(=[O:11])[CH3:10].[CH3:1][CH2:2][CH2:3][CH2:4][CH2:5][CH3:6] |f:4.5|. Procedure: To a solution of 9 (100 mg, 0.877 mmol) in dry THF (10 ml) at room temperature was added acetic anhydride (89 mg, 0.877 mmol), and catalytic amount of DMAP. The reaction was allowed to stir for 3 h and then concentrated. The residue was taken in ethyl acetate (40 ml) and was treated twice with saturated sodium bicarbonate solution (20 ml), followed by brine (10 ml). The organic layer was dried over sodium sulfate and the resulting product 13 was purified by column chromatography using ethyl acet... Reactants: ClC(CCC(=O)OCC)=O (Ethyl 4-chloro-4-oxobutanoate), NC1=C(C(=O)OC)C=C(C=C1)I (methyl 2-amino-5-iodobenzoate), C(Cl)Cl (CH2Cl2), CCN(C(C)C)C(C)C (DIEA). The reagents and catalysts are CN(C)C=1C=CN=CC1 (DMAP). Solvent: O (H2O). Run at time 8 hour. Product: COC(C1=C(C=CC(=C1)I)NC(CCC(=O)OCC)=O)=O (2-(3-Ethoxycarbonyl-propionylamino)-5-iodo-benzoic acid methyl ester). As a reaction SMILES: [NH2:1][C:2]1[CH:11]=[CH:10][C:9]([I:12])=[CH:8][C:3]=1[C:4]([O:6][CH3:7])=[O:5].C(Cl)Cl.CCN(C(C)C)C(C)C.Cl[C:26](=[O:34])[CH2:27][CH2:28][C:29]([O:31][CH2:32][CH3:33])=[O:30]>CN(C1C=CN=CC=1)C.O>[CH3:7][O:6][C:4](=[O:5])[C:3]1[CH:8]=[C:9]([I:12])[CH:10]=[CH:11][C:2]=1[NH:1][C:26](=[O:34])[CH2:27][CH2:28][C:29]([O:31][CH2:32][CH3:33])=[O:30]. Procedure: To methyl 2-amino-5-iodobenzoate (i-a) (15 g, 54 mmol) was added 200 mL of CH2Cl2, followed by DIEA (9.4 mL, 54 mmol) and a catalytic amount of DMAP. Ethyl 4-chloro-4-oxobutanoate (Rc═Rd═H) (8.5 mL, 60 mmol) was added, and the reaction mixture was allowed to stir at room temperature overnight. The reaction mixture was then poured into 250 mL H2O, and the organic layer was washed with brine, dried over MgSO4, filtered, and concentrated in vacuo to afford ii-a (22 g, 99%) as a pale yellow solid: M... Reactants: C1CCOC1, [Li]CCCC, O=Cc1ccc(Cl)cc1. The product is OCCC=Cc1ccc(Cl)cc1. RXN SMILES: [CH2:15]1[CH2:16][CH2:17][CH2:18][O:19]1.[CH3:1][CH2:2][CH2:3][CH2:4][Li:5].[Cl:6][c:7]1[cH:8][cH:9][c:10]([CH:11]=[O:12])[cH:13][cH:14]1>>[Cl:6][c:7]1[cH:8][cH:9][c:10]([CH:11]=[CH:16][CH2:17][CH2:18][OH:19])[cH:13][cH:14]1. RXN SMILES: [CH3:16][C:17](=[O:18])[OH:19].[CH3:1][c:2]1[cH:3][c:4]2[c:5]([cH:10][cH:11]1)[O:6][CH2:7][CH2:8][O:9]2.[OH:12][N+:13]([O-:14])=[O:15]>>[CH3:1][c:2]1[cH:3][c:4]2[c:5]([cH:10][c:11]1[N+:13](=[O:12])[O-:14])[O:6][CH2:7][CH2:8][O:9]2. Product: Cc1cc2c(cc1[N+](=O)[O-])OCCO2. The reactants are CC(=O)O, Cc1ccc2c(c1)OCCO2, O=[N+]([O-])O.